From a dataset of the Open Reaction Database (ORD), a public repository of structured organic reaction records. describe an organic reaction: reactants, conditions, products, and yield The reactants are C=O (formaldehyde), C(C)(=O)O (acetic acid), C(C)(=O)O[BH-](OC(C)=O)OC(C)=O.[Na+] (sodium triacetoxyborohydride), C(C1=CC=CC=C1)OC1=C(C(=O)NC2=C(C(=O)OC)C=CC(=C2)C2=CC=CC=C2)C=C(C=C1)C1CCNCC1 (methyl 2-(2-(benzyloxy)-5-(piperidin-4-yl)benzamido)-4-phenylbenzoate). Solvent: O1CCCC1 (tetrahydrofuran). Conditions: time 30 minute. Yields the product C(C1=CC=CC=C1)OC1=C(C(=O)NC2=C(C(=O)OC)C=CC(=C2)C2=CC=CC=C2)C=C(C=C1)C1CCN(CC1)C (methyl 2-(2-(benzyloxy)-5-(1-methylpiperidin-4-yl)benzamido)-4-phenylbenzoate). RXN SMILES: C=O.[C:3](O)(=O)C.C(O[BH-](OC(=O)C)OC(=O)C)(=O)C.[Na+].[CH2:21]([O:28][C:29]1[CH:53]=[CH:52][C:51]([CH:54]2[CH2:59][CH2:58][NH:57][CH2:56][CH2:55]2)=[CH:50][C:30]=1[C:31]([NH:33][C:34]1[CH:43]=[C:42]([C:44]2[CH:49]=[CH:48][CH:47]=[CH:46][CH:45]=2)[CH:41]=[CH:40][C:35]=1[C:36]([O:38][CH3:39])=[O:37])=[O:32])[C:22]1[CH:27]=[CH:26][CH:25]=[CH:24][CH:23]=1>O1CCCC1>[CH2:21]([O:28][C:29]1[CH:53]=[CH:52][C:51]([CH:54]2[CH2:55][CH2:56][N:57]([CH3:3])[CH2:58][CH2:59]2)=[CH:50][C:30]=1[C:31]([NH:33][C:34]1[CH:43]=[C:42]([C:44]2[CH:49]=[CH:48][CH:47]=[CH:46][CH:45]=2)[CH:41]=[CH:40][C:35]=1[C:36]([O:38][CH3:39])=[O:37])=[O:32])[C:22]1[CH:23]=[CH:24][CH:25]=[CH:26][CH:27]=1 |f:2.3|. Procedure details: A 37% formaldehyde aqueous solution (6.3 μL), acetic acid (0.022 mL), and sodium triacetoxyborohydride (0.10 g) were sequentially added to a tetrahydrofuran (3.0 mL) solution of methyl 2-(2-(benzyloxy)-5-(piperidin-4-yl)benzamido)-4-phenylbenzoate (0.10 g), followed by stirring at room temperature for 3 hours and 30 minutes. The solvent was evaporated under reduced pressure, and a saturated aqueous solution of sodium bicarbonate and chloroform were added to the residue. The organic layer was sep... Reactants: C1(C=2C(C(N1)=O)=CC=CC2)=O (phthalimide), C1(=CC=CC=C1)P(C1=CC=CC=C1)C1=CC=CC=C1 (triphenylphosphine), N(=NC(=O)OCC)C(=O)OCC (diethyl azodicarboxylate), ClC=1C=CC(=C(C(=O)C2=C(C=CC=C2)F)C1)N1C(=NC=C1)CO (5-chloro-2'-fluoro-2-[2-(hydroxymethyl)imidazol-1-yl]benzophenone). Product: ClC=1C=CC(=C(C(=O)C2=C(C=CC=C2)F)C1)N1C(=NC=C1)CN1C(C=2C(C1=O)=CC=CC2)=O (5-chloro-2'-fluoro-2-[2-(phthalimidomethyl)imidazol-1-yl]benzophenone). RXN SMILES: [Cl:1][C:2]1[CH:3]=[CH:4][C:5]([N:17]2[CH:21]=[CH:20][N:19]=[C:18]2[CH2:22]O)=[C:6]([CH:16]=1)[C:7]([C:9]1[CH:14]=[CH:13][CH:12]=[CH:11][C:10]=1[F:15])=[O:8].[C:24]1(=[O:34])[NH:28][C:27](=[O:29])[C:26]2=[CH:30][CH:31]=[CH:32][CH:33]=[C:25]12.C1(P(C2C=CC=CC=2)C2C=CC=CC=2)C=CC=CC=1.N(C(OCC)=O)=NC(OCC)=O>>[Cl:1][C:2]1[CH:3]=[CH:4][C:5]([N:17]2[CH:21]=[CH:20][N:19]=[C:18]2[CH2:22][N:28]2[C:27](=[O:29])[C:26]3=[CH:30][CH:31]=[CH:32][CH:33]=[C:25]3[C:24]2=[O:34])=[C:6]([CH:16]=1)[C:7]([C:9]1[CH:14]=[CH:13][CH:12]=[CH:11][C:10]=1[F:15])=[O:8]. Procedure: In the manner given in Example 17, 5-chloro-2'-fluoro-2-[2-(hydroxymethyl)imidazol-1-yl]benzophenone is treated with phthalimide and triphenylphosphine and finally with diethyl azodicarboxylate to give 5-chloro-2'-fluoro-2-[2-(phthalimidomethyl)imidazol-1-yl]benzophenone. Starting materials: COC(Cl)Cl, CC(C)(C)Cc1ccccc1, Cl[Sn](Cl)(Cl)Cl, ClCCl. Product: CC(C)(C)Cc1ccc(C=O)cc1. RXN SMILES: [CH3:17][O:18][CH:19]([Cl:20])[Cl:21].[CH3:1][C:2]([CH2:3][c:4]1[cH:5][cH:6][cH:7][cH:8][cH:9]1)([CH3:10])[CH3:11].[Cl:12][Sn:13]([Cl:14])([Cl:15])[Cl:16].[Cl:22][CH2:23][Cl:24]>>[CH3:1][C:2]([CH2:3][c:4]1[cH:5][cH:6][c:7]([CH:17]=[O:18])[cH:8][cH:9]1)([CH3:10])[CH3:11].